describe an organic reaction: reactants, conditions, products, and yield From a dataset of the Open Reaction Database (ORD), a public repository of structured organic reaction records. Reactants: BrC=1C=C2C=3N(C(C(NC3C1)=O)=O)[C@H]([C@@H](C2)C)CC(=O)O (trans-9-bromo-5-carboxymethyl-6-methyl-6,7-dihydro-1H, 5H-pyrido[1,2,3-de]quinoxaline-2,3-dione), C(C)OC(=O)C1=CC=C(N)C=C1 (p-ethoxycarbonylaniline). The product is BrC=1C=C2C=3N(C(C(NC3C1)=O)=O)[C@H]([C@@H](C2)C)CC(NC2=CC=C(C=C2)C(=O)OCC)=O (trans-9-Bromo-5-(p-ethoxycarbonylphenylcarbamoylmethyl)-6-methyl-6,7-dihydro-1H, 5H-pyrido[1,2,3-de]quinoxaline-2,3-dione). Isolated yield 82.8%. As a reaction SMILES: [Br:1][C:2]1[CH:3]=[C:4]2[CH2:16][C@@H:15]([CH3:17])[C@H:14]([CH2:18][C:19](O)=[O:20])[N:6]3[C:7](=[O:13])[C:8](=[O:12])[NH:9][C:10]([CH:11]=1)=[C:5]23.[CH2:22]([O:24][C:25]([C:27]1[CH:33]=[CH:32][C:30]([NH2:31])=[CH:29][CH:28]=1)=[O:26])[CH3:23]>>[Br:1][C:2]1[CH:3]=[C:4]2[CH2:16][C@@H:15]([CH3:17])[C@H:14]([CH2:18][C:19](=[O:20])[NH:31][C:30]3[CH:32]=[CH:33][C:27]([C:25]([O:24][CH2:22][CH3:23])=[O:26])=[CH:28][CH:29]=3)[N:6]3[C:7](=[O:13])[C:8](=[O:12])[NH:9][C:10]([CH:11]=1)=[C:5]23. Procedure details: A procedure similar to that described in Example 52 was carried out with trans-9-bromo-5-carboxymethyl-6-methyl-6,7-dihydro-1H, 5H-pyrido[1,2,3-de]quinoxaline-2,3-dione (50 mg, 0.14 mmol) and p-ethoxycarbonylaniline (24 mg, 0.15 mmol) to give 58 mg of the title compound (82%): mp 282°~292° C.; 1H NMR (270 MHz, DMSO-d6) δ12.09 (s, 1H), 10.33 (s, 1H), 7.90 (d, 2H, J=8.6 Hz), 7.70 (d, 2H, J=8.6 Hz), 7.21 (s, 1H), 7.18 (s, 1H), 4.92~5.02 (m, 1H), 4.28 (q, 2H, J =6.9 Hz), 3.20 (dd, 1H, J=17.8, 5.9 Hz... Reactants: Nc1ncnn2c(C3CCNCC3)cc(-c3ccc4cn(Cc5ccccc5)nc4c3)c12, CN(C)CC(=O)O, CCN(C(C)C)C(C)C, CN(C)C=O, On1nnc2ccccc21. Yields the product CN(C)CC(=O)N1CCC(c2cc(-c3ccc4cn(Cc5ccccc5)nc4c3)c3c(N)ncnn23)CC1. As a reaction SMILES: [CH2:1]([c:2]1[cH:3][cH:4][cH:5][cH:6][cH:7]1)[n:8]1[n:9][c:10]2[cH:11][c:12](-[c:17]3[cH:18][c:19]([CH:27]4[CH2:28][CH2:29][NH:30][CH2:31][CH2:32]4)[n:20]4[n:21][cH:22][n:23][c:24]([NH2:26])[c:25]34)[cH:13][cH:14][c:15]2[cH:16]1.[CH3:33][N:34]([CH3:35])[CH2:36][C:37]([OH:38])=[O:39].[CH:50]([N:51]([CH2:52][CH3:53])[CH:54]([CH3:55])[CH3:56])([CH3:57])[CH3:58].[O:59]=[CH:60][N:61]([CH3:62])[CH3:63].[OH:40][n:41]1[c:42]2[c:43]([cH:44][cH:45][cH:46][cH:47]2)[n:48][n:49]1>>[CH2:1]([c:2]1[cH:3][cH:4][cH:5][cH:6][cH:7]1)[n:8]1[n:9][c:10]2[cH:11][c:12](-[c:17]3[cH:18][c:19]([CH:27]4[CH2:28][CH2:29][N:30]([C:37]([CH2:36][N:34]([CH3:33])[CH3:35])=[O:38])[CH2:31][CH2:32]4)[n:20]4[n:21][cH:22][n:23][c:24]([NH2:26])[c:25]34)[cH:13][cH:14][c:15]2[cH:16]1.